Dataset: the Open Reaction Database (ORD), a public repository of structured organic reaction records. Task: describe an organic reaction: reactants, conditions, products, and yield Starting materials: C(C)C=1C=C(C(=NC1)N1CCN(CC1)C(=O)C1=CC=C(C=C1)I)C ([4-(5-ethyl-3-methylpyridin-2-yl)piperazin-1-yl](4-iodophenyl)methanone), N1C(CCC1)=O (pyrrolidin-2-one). Product: C(C)C=1C=C(C(=NC1)N1CCN(CC1)C(=O)C1=CC=C(C=C1)N1C(CCC1)=O)C (1-{4-[4-(5-ethyl-3-methylpyridin-2-yl)piperazine-1-carbonyl]phenyl}pyrrolidin-2-one). RXN SMILES: [CH2:1]([C:3]1[CH:4]=[C:5]([CH3:24])[C:6]([N:9]2[CH2:14][CH2:13][N:12]([C:15]([C:17]3[CH:22]=[CH:21][C:20](I)=[CH:19][CH:18]=3)=[O:16])[CH2:11][CH2:10]2)=[N:7][CH:8]=1)[CH3:2].[NH:25]1[CH2:29][CH2:28][CH2:27][C:26]1=[O:30]>>[CH2:1]([C:3]1[CH:4]=[C:5]([CH3:24])[C:6]([N:9]2[CH2:14][CH2:13][N:12]([C:15]([C:17]3[CH:22]=[CH:21][C:20]([N:25]4[CH2:29][CH2:28][CH2:27][C:26]4=[O:30])=[CH:19][CH:18]=3)=[O:16])[CH2:11][CH2:10]2)=[N:7][CH:8]=1)[CH3:2]. Procedure: Using [4-(5-ethyl-3-methylpyridin-2-yl)piperazin-1-yl](4-iodophenyl)methanone (435 mg) described in Preparation Example 133 and pyrrolidin-2-one (115 μL) and by the reaction and treatment in the same manner as in Example 262, the title compound (234 mg) was obtained. Starting materials: ClCCCBr, COc1ccc(C(C#N)C(C)C)cc1OC, Cc1ccccc1, [NH2-], [Na]. Product: COc1ccc(C(C#N)(CCCCl)C(C)C)cc1OC. RXN SMILES: [Br:19][CH2:20][CH2:21][CH2:22][Cl:23].[CH3:1][O:2][c:3]1[cH:4][c:5]([CH:11]([C:12]#[N:13])[CH:14]([CH3:15])[CH3:16])[cH:6][cH:7][c:8]1[O:9][CH3:10].[CH3:24][c:25]1[cH:26][cH:27][cH:28][cH:29][cH:30]1.[NH2-:18].[Na:17]>>[CH3:1][O:2][c:3]1[cH:4][c:5]([C:11]([C:12]#[N:13])([CH:14]([CH3:15])[CH3:16])[CH2:20][CH2:21][CH2:22][Cl:23])[cH:6][cH:7][c:8]1[O:9][CH3:10].